From a dataset of the Open Reaction Database (ORD), a public repository of structured organic reaction records. describe an organic reaction: reactants, conditions, products, and yield Starting materials: FC=1C(=C2C(=NC1)NC(=C2)C=2C=NN(C2)CC(=O)O)C2=CN=C(S2)C2(CCC2)O (2-(4-(5-fluoro-4-(2-(1-hydroxycyclobutyl)thiazol-5-yl)-1H-pyrrolo[2,3-b]pyridin-2-yl)-1H-pyrazol-1-yl)acetic acid), CN1CCNCCC1 (1-methyl-1,4-diazepane), CN1CCOCC1 (4-methylmorpholine), O.ON1N=NC2=C1C=CC=C2 (1-hydroxybenzotriazole hydrate), Cl.CN(CCCN=C=NCC)C (N-(3-dimethylaminopropyl)-N′-ethylcarbodiimide hydrochloride). The solvent is CS(=O)C (dimethyl sulfoxide), CN(C=O)C (N,N-dimethylformamide). The product is FC=1C(=C2C(=NC1)NC(=C2)C=2C=NN(C2)CC(=O)N2CCN(CCC2)C)C2=CN=C(S2)C2(CCC2)O (1-[5-(5-fluoro-2-{1-[2-(4-methyl-1,4-diazepan-1-yl)-2-oxoethyl]-1H-pyrazol-4-yl}-1H-pyrrolo[2,3-b]pyridin-4-yl)-1,3-thiazol-2-yl]cyclobutanol). Reaction SMILES: [F:1][C:2]1[C:3]([C:20]2[S:24][C:23]([C:25]3([OH:29])[CH2:28][CH2:27][CH2:26]3)=[N:22][CH:21]=2)=[C:4]2[CH:10]=[C:9]([C:11]3[CH:12]=[N:13][N:14]([CH2:16][C:17](O)=[O:18])[CH:15]=3)[NH:8][C:5]2=[N:6][CH:7]=1.[CH3:30][N:31]1[CH2:37][CH2:36][CH2:35][NH:34][CH2:33][CH2:32]1.CN1CCOCC1.O.ON1C2C=CC=CC=2N=N1.Cl.CN(C)CCCN=C=NCC>CN(C)C=O.CS(C)=O>[F:1][C:2]1[C:3]([C:20]2[S:24][C:23]([C:25]3([OH:29])[CH2:28][CH2:27][CH2:26]3)=[N:22][CH:21]=2)=[C:4]2[CH:10]=[C:9]([C:11]3[CH:12]=[N:13][N:14]([CH2:16][C:17]([N:34]4[CH2:35][CH2:36][CH2:37][N:31]([CH3:30])[CH2:32][CH2:33]4)=[O:18])[CH:15]=3)[NH:8][C:5]2=[N:6][CH:7]=1 |f:3.4,5.6|. Procedure: To a solution of 2-(4-(5-fluoro-4-(2-(1-hydroxycyclobutyl)thiazol-5-yl)-1H-pyrrolo[2,3-b]pyridin-2-yl)-1H-pyrazol-1-yl)acetic acid (Example 65B) (100 mg, 0.242 mmol) in N,N-dimethylformamide (783 μl) was added 1-methyl-1,4-diazepane (35.9 mg, 0.314 mmol), 4-methylmorpholine (80 μl, 0.726 mmol), 1-hydroxybenzotriazole hydrate (55.6 mg, 0.363 mmol), and N-(3-dimethylaminopropyl)-N′-ethylcarbodiimide hydrochloride (69.6 mg, 0.363 mmol). The reaction was cooled to room temperature and diluted with d... Starting materials: Cc1cc(-c2ccccc2)nn1CCC(C)(C)NC(=O)OC(C)(C)C, ClCCl, O=C(O)C(F)(F)F. Yields the product Cc1cc(-c2ccccc2)nn1CCC(C)(C)N. RXN SMILES: [C:1]([O:2][C:3](=[O:4])[NH:7][C:8]([CH2:9][CH2:10][n:11]1[n:12][c:13](-[c:17]2[cH:18][cH:19][cH:20][cH:21][cH:22]2)[cH:14][c:15]1[CH3:16])([CH3:23])[CH3:24])([CH3:5])([CH3:6])[CH3:25].[Cl:33][CH2:34][Cl:35].[F:26][C:27]([F:28])([F:29])[C:30]([OH:31])=[O:32]>>[NH2:7][C:8]([CH2:9][CH2:10][n:11]1[n:12][c:13](-[c:17]2[cH:18][cH:19][cH:20][cH:21][cH:22]2)[cH:14][c:15]1[CH3:16])([CH3:23])[CH3:24]. The reactants are CC(=O)O[BH-](OC(C)=O)OC(C)=O, O=C([O-])O, CC(=O)O, ClC(Cl)Cl, ClCCl, COc1ccc2c(C)cc(=O)n(CCC3CCC(N)CC3)c2c1, [Na+], [Na+], O=Cc1cc2c(cn1)OCCO2. The product is COc1ccc2c(C)cc(=O)n(CCC3CCC(NCc4cc5c(cn4)OCCO5)CC3)c2c1. Reaction SMILES: [C:36]([O:37][BH-:38]([O:39][C:40](=[O:41])[CH3:42])[O:43][C:44](=[O:45])[CH3:46])(=[O:47])[CH3:48].[C:50](=[O:51])([O-:52])[OH:53].[CH3:59][C:60](=[O:61])[OH:62].[CH:55]([Cl:56])([Cl:57])[Cl:58].[Cl:63][CH2:64][Cl:65].[NH2:1][CH:2]1[CH2:3][CH2:4][CH:5]([CH2:8][CH2:9][n:10]2[c:11](=[O:23])[cH:12][c:13]([CH3:22])[c:14]3[cH:15][cH:16][c:17]([O:20][CH3:21])[cH:18][c:19]23)[CH2:6][CH2:7]1.[Na+:49].[Na+:54].[O:24]1[CH2:25][CH2:26][O:27][c:28]2[cH:29][n:30][c:31]([CH:34]=[O:35])[cH:32][c:33]21>>[NH:1]([CH:2]1[CH2:3][CH2:4][CH:5]([CH2:8][CH2:9][n:10]2[c:11](=[O:23])[cH:12][c:13]([CH3:22])[c:14]3[cH:15][cH:16][c:17]([O:20][CH3:21])[cH:18][c:19]23)[CH2:6][CH2:7]1)[CH2:34][c:31]1[n:30][cH:29][c:28]2[c:33]([cH:32]1)[O:24][CH2:25][CH2:26][O:27]2. Reaction SMILES: [C:22]([CH:23]=[CH2:24])(=[O:25])[O:26][CH2:27][CH3:28].[CH3:29][CH2:30][OH:31].[cH:1]1[cH:2][cH:3][cH:4][c:5]2[c:11]1[CH:10]=[CH:9][c:8]1[c:7]([cH:15][cH:14][cH:13][cH:12]1)[C:6]2=[C:16]1[CH2:17][CH2:18][NH:19][CH2:20][CH2:21]1>>[cH:1]1[cH:2][cH:3][cH:4][c:5]2[c:11]1[CH:10]=[CH:9][c:8]1[c:7]([cH:15][cH:14][cH:13][cH:12]1)[C:6]2=[C:16]1[CH2:17][CH2:18][N:19]([CH2:24][CH2:23][C:22](=[O:25])[O:26][CH2:27][CH3:28])[CH2:20][CH2:21]1. The product is CCOC(=O)CCN1CCC(=C2c3ccccc3C=Cc3ccccc32)CC1. The reactants are C=CC(=O)OCC, CCO, C1=Cc2ccccc2C(=C2CCNCC2)c2ccccc21. The reactants are COC(=O)C=Cc1ccc(CC(C)=O)cc1, NCC(O)c1cccc(Br)c1. The product is COC(=O)C=Cc1ccc(CC(C)NCC(O)c2cccc(Br)c2)cc1. Reaction SMILES: [C:12](=[O:13])([O:14][CH3:15])[CH:16]=[CH:17][c:18]1[cH:19][cH:20][c:21]([CH2:24][C:25]([CH3:26])=[O:27])[cH:22][cH:23]1.[OH:1][CH:2]([CH2:3][NH2:4])[c:5]1[cH:6][c:7]([Br:11])[cH:8][cH:9][cH:10]1>>[OH:1][CH:2]([CH2:3][NH:4][CH:25]([CH2:24][c:21]1[cH:20][cH:19][c:18]([CH:17]=[CH:16][C:12](=[O:13])[O:14][CH3:15])[cH:23][cH:22]1)[CH3:26])[c:5]1[cH:6][c:7]([Br:11])[cH:8][cH:9][cH:10]1. Reactants: [BH4-].[Na+] (sodium borohydride), NC=1C=C(C(=C2C(=CC=NC12)C)OC1=CC(=C(C=C1)Cl)Cl)OC (8-amino-5-(3,4-dichlorophenoxy)-6-methoxy-4-methylquinoline), O=C(CCCN1C(C=2C(C1=O)=CC=CC2)=O)C (4-oxo-1-phthalimidopentane), [OH-].[Na+] (sodium hydroxide), C(C)(=O)O (acetic acid). Run at temperature 30 celsius, time 30 minute. The product is ClC=1C=C(OC2=C3C=CCN(C3=C(C=C2OC)NC(CCCN2C(C=3C(C2=O)=CC=CC3)=O)C)C)C=CC1Cl (5-(3,4-dichlorophenoxy)-6-methoxy-1methyl-8-[(4-phthalimido-1-methylbutyl)amino]quinoline), ClC=1C=C(OC2=C3C(=CC=NC3=C(C=C2OC)NC(CCCN2C(C=3C(C2=O)=CC=CC3)=O)C)C)C=CC1Cl (5-(3,4-dichlorophenoxy)-6-methoxy-4-methyl-8-[(4-phthalimido-1-methylbutyl)amino]quino line). Reaction SMILES: [NH2:1][C:2]1[CH:3]=[C:4]([O:22][CH3:23])[C:5]([O:13][C:14]2[CH:19]=[CH:18][C:17]([Cl:20])=[C:16]([Cl:21])[CH:15]=2)=[C:6]2[C:11]=1[N:10]=[CH:9][CH:8]=[C:7]2[CH3:12].O=[C:25]([CH3:40])[CH2:26][CH2:27][CH2:28][N:29]1[C:33](=[O:34])[C:32]2=[CH:35][CH:36]=[CH:37][CH:38]=[C:31]2[C:30]1=[O:39].[BH4-].[Na+].[OH-].[Na+].[C:45](O)(=O)C>>[Cl:21][C:16]1[CH:15]=[C:14]([CH:19]=[CH:18][C:17]=1[Cl:20])[O:13][C:5]1[C:4]([O:22][CH3:23])=[CH:3][C:2]([NH:1][CH:25]([CH3:40])[CH2:26][CH2:27][CH2:28][N:29]2[C:33](=[O:34])[C:32]3=[CH:35][CH:36]=[CH:37][CH:38]=[C:31]3[C:30]2=[O:39])=[C:11]2[C:6]=1[CH:7]=[CH:8][CH2:9][N:10]2[CH3:45].[Cl:21][C:16]1[CH:15]=[C:14]([CH:19]=[CH:18][C:17]=1[Cl:20])[O:13][C:5]1[C:4]([O:22][CH3:23])=[CH:3][C:2]([NH:1][CH:25]([CH3:40])[CH2:26][CH2:27][CH2:28][N:29]2[C:33](=[O:34])[C:32]3=[CH:35][CH:36]=[CH:37][CH:38]=[C:31]3[C:30]2=[O:39])=[C:11]2[C:6]=1[C:7]([CH3:12])=[CH:8][CH:9]=[N:10]2 |f:2.3,4.5|. Procedure details: A mixture of 12.4 g of 8-amino-5-(3,4-dichlorophenoxy)-6-methoxy-4-methylquinoline (36 mM) and 11.6 g of 4-oxo-1-phthalimidopentane (50 mM), in glacial acetic acid was stirred for 15 min under nitrogen and 2.6 g of sodium borohydride (70 mM) was added portionwise maintaining the temperature 25-35° C. After the addition, the reaction mixture was stirred for 30 min and then poured into ice cold solution of concentrated sodium hydroxide. The resulting precipitate was filtered and chromatographed ov...